Dataset: the Open Reaction Database (ORD), a public repository of structured organic reaction records. Task: describe an organic reaction: reactants, conditions, products, and yield Starting materials: CC(=CC)[C@H]1CC[C@H]2[C@@H]3CCC4=CC(CC[C@]4(C)[C@H]3CC[C@]12C)=O (20,21-Dimethylpregna-4,20-dien-3-one), CC(=O)C.OS(=O)(=O)O.O=[Cr](=O)=O (Jones reagent), P(=O)([O-])([O-])[O-] (phosphate). Solvent: CC(=O)C (acetone). Conditions: time 5 minute. The product is C[C@@]12C=CC[C@H]1[C@@H]1CC=C3CC(CC[C@]3(C)[C@H]1CC2)=O (Androsta-5,16-dien-3-one). Isolated yield 104.8%. RXN SMILES: CC([C@@H:5]1[C@:22]2([CH3:23])[C@H:8]([C@H:9]3[C@H:19]([CH2:20][CH2:21]2)[C@:17]2([CH3:18])[C:12](=[CH:13][C:14](=[O:24])[CH2:15][CH2:16]2)[CH2:11][CH2:10]3)[CH2:7][CH2:6]1)=CC.CC(C)=O.OS(O)(=O)=O.O=[Cr](=O)=O.P([O-])([O-])([O-])=O>CC(C)=O>[CH3:23][C@:22]12[CH2:21][CH2:20][C@H:19]3[C@@H:9]([CH2:10][CH:11]=[C:12]4[C@:17]3([CH3:18])[CH2:16][CH2:15][C:14](=[O:24])[CH2:13]4)[C@@H:8]1[CH2:7][CH:6]=[CH:5]2 |f:1.2.3|. Reported procedure: This synthesis is depicted in FIG. 179. To a solution of alcohol 8 (545 mg, 2.0 mmol) in acetone (100 ml) at 0° C. under N2 was added rapidly Jones reagent (i, 1.5 ml, ca. 4 mmol). After 5 min., the mixture was poured into a dilute phosphate buffer (pH 7.2, 1200 ml) and extracted with ether. The extracts were washed with sat. aq. NaCl solution, dried (Na2SO4) and evaporated to give mainly Androsta-5,16-dien-3-one as an oil (567 mg). The crude product was dissolved in THF (7 ml) and reduced with ... The reactants are COC=1C=C(C=O)C=CC1 (3-methoxybenzaldehyde), C(C1=CC=CC=C1)N (benzylamine). Run in CCOCC (ether). Product: COC=1C=C(C=NCC2=CC=CC=C2)C=CC1 (3-Methoxybenzylidenebenzylamine). Reaction SMILES: [CH3:1][O:2][C:3]1[CH:4]=[C:5]([CH:8]=[CH:9][CH:10]=1)[CH:6]=O.[CH2:11]([NH2:18])[C:12]1[CH:17]=[CH:16][CH:15]=[CH:14][CH:13]=1>CCOCC>[CH3:1][O:2][C:3]1[CH:4]=[C:5]([CH:8]=[CH:9][CH:10]=1)[CH:6]=[N:18][CH2:11][C:12]1[CH:17]=[CH:16][CH:15]=[CH:14][CH:13]=1. Reported procedure: A solution of 100 gm. of 3-methoxybenzaldehyde. 78.7 gm. of benzylamine, and 800 ml. of anhydrous ether was refluxed for 14 hours and then concentrated in vacuo to an oil. Distillation provided 144.3 gm. of clear oil, b.p. 152°-154° (1.2 Torr). Reactants: ClCCl, O=C(c1ccc(Cl)cc1)C1CC1, c1c[nH]cn1. The product is Clc1ccc(C2=CCCn3ccnc32)cc1. RXN SMILES: [CH2:18]([Cl:19])[Cl:20].[CH:1]1([C:4](=[O:5])[c:6]2[cH:7][cH:8][c:9]([Cl:12])[cH:10][cH:11]2)[CH2:2][CH2:3]1.[nH:13]1[cH:14][n:15][cH:16][cH:17]1>>[CH:1]1=[C:4]([c:6]2[cH:7][cH:8][c:9]([Cl:12])[cH:10][cH:11]2)[c:14]2[n:13]([cH:17][cH:16][n:15]2)[CH2:2][CH2:3]1. The reactants are CC(=O)O, O=N[O-], [Na+], O, CNC(=O)NC1C(OC)OC(COS(C)(=O)=O)C(O)C1O. Product: COC1OC(COS(C)(=O)=O)C(O)C(O)C1NC(=O)N(C)N=O. As a reaction SMILES: [CH3:22][C:23](=[O:24])[OH:25].[N:26](=[O:27])[O-:28].[Na+:29].[OH2:30].[S:1](=[O:2])(=[O:3])([CH3:4])[O:5][CH2:6][CH:7]1[CH:8]([OH:21])[CH:9]([OH:20])[CH:10]([NH:15][C:16](=[O:17])[NH:18][CH3:19])[CH:11]([O:12][CH3:13])[O:14]1>>[S:1](=[O:2])(=[O:3])([CH3:4])[O:5][CH2:6][CH:7]1[CH:8]([OH:21])[CH:9]([OH:20])[CH:10]([NH:15][C:16](=[O:17])[N:18]([CH3:19])[N:26]=[O:27])[CH:11]([O:12][CH3:13])[O:14]1. Reactants: P(=O)(O)(O)O.S1C(=CC=2C=NC=CC21)B(O)O (thieno[3,2-c]pyridine-2-boronic acid trihydrogen phosphate), CC1=C(N(N=C1)C1=NC(=CC=C1)C)OS(=O)(=O)C(F)(F)F (trifluoro-methanesulfonic acid 4-methyl-2-(6-methyl-pyridin-2-yl)-2H-pyrazol-3-yl ester), [O-]P(=O)([O-])[O-].[K+].[K+].[K+] (potassium phosphate tribasic), O1CCOCC1 (1,4-dioxane). The reagents and catalysts are C1=CC=C(C=C1)P([C-]2C=CC=C2)C3=CC=CC=C3.C1=CC=C(C=C1)P([C-]2C=CC=C2)C3=CC=CC=C3.Cl[Pd]Cl.[Fe+2] (PdCl2(dppf)), C1(=CC=CC=C1)P([C-]1C=CC=C1)C1=CC=CC=C1.[C-]1(C=CC=C1)P(C1=CC=CC=C1)C1=CC=CC=C1.[Fe+2] (1,1′-bis(diphenylphosphino)ferrocene). The solvent is C(C)(=O)OCC (ethyl acetate). Product: CC1=C(N(N=C1)C1=NC(=CC=C1)C)C1=CC=2C=NC=CC2S1 (2-[4-Methyl-2-(6-methyl-pyridin-2-yl)-2H-pyrazol-3-yl]thieno[3,2-c]pyridine). As a reaction SMILES: P(O)(O)(O)=O.[S:6]1[C:14]2[CH:13]=[CH:12][N:11]=[CH:10][C:9]=2[CH:8]=[C:7]1B(O)O.[CH3:18][C:19]1[CH:23]=[N:22][N:21]([C:24]2[CH:29]=[CH:28][CH:27]=[C:26]([CH3:30])[N:25]=2)[C:20]=1OS(C(F)(F)F)(=O)=O.[O-]P([O-])([O-])=O.[K+].[K+].[K+].O1CCOCC1>C(OCC)(=O)C.C1C=CC(P(C2C=CC=CC=2)[C-]2C=CC=C2)=CC=1.C1C=CC(P(C2C=CC=CC=2)[C-]2C=CC=C2)=CC=1.Cl[Pd]Cl.[Fe+2].C1(P(C2C=CC=CC=2)[C-]2C=CC=C2)C=CC=CC=1.[C-]1(P(C2C=CC=CC=2)C2C=CC=CC=2)C=CC=C1.[Fe+2]>[CH3:18][C:19]1[CH:23]=[N:22][N:21]([C:24]2[CH:29]=[CH:28][CH:27]=[C:26]([CH3:30])[N:25]=2)[C:20]=1[C:7]1[S:6][C:14]2[CH:13]=[CH:12][N:11]=[CH:10][C:9]=2[CH:8]=1 |f:0.1,3.4.5.6,9.10.11.12,13.14.15|. Procedure: An oven-dried three-neck round-bottom flask equipped with reflux condenser and gas inlet valve was charged with thieno[3,2-c]pyridine-2-boronic acid trihydrogen phosphate (1.0 g), trifluoro-methanesulfonic acid 4-methyl-2-(6-methyl-pyridin-2-yl)-2H-pyrazol-3-yl ester (1.16 g), potassium phosphate tribasic (2.3 g), 1,4-dioxane (30 mL), dichloro[1,1′-bis(diphenylphosphino)ferrocene]palladium (II) dichloromethane adduct (0.60 g), and 1,1′-bis(diphenylphosphino)ferrocene (0.40 g) and the stirring mi... The reactants are CCOC(=O)C (EtOAc), CC(C)([O-])C.[K+] (potassium t-butoxide), C(CC=C)Br (3-butenyl bromide), C1(CCCCC1)=O (cyclohexanone). Solvent: C1(=CC=CC=C1)C (toluene). Reaction conditions: temperature 0 celsius. The product is C(CC=C)C1C(CCCC1)=O (2-(3-butenyl) cyclohexanone). RXN SMILES: CC(C)([O-])C.[K+].[C:7]1(=[O:13])[CH2:12][CH2:11][CH2:10][CH2:9][CH2:8]1.[CH2:14](Br)[CH2:15][CH:16]=[CH2:17].CCOC(C)=O>C1(C)C=CC=CC=1>[CH2:17]([CH:8]1[CH2:9][CH2:10][CH2:11][CH2:12][C:7]1=[O:13])[CH2:16][CH:15]=[CH2:14] |f:0.1|. Procedure details: EX-18a) A suspension of potassium t-butoxide in toluene cooled to 0° C. in an ice bath under N2 is treated with cyclohexanone. To the reaction mixture is slowly added 3-butenyl bromide. The reaction is warmed to room temperature. The reaction is then poured into EtOAc and washed once with 10% potassium hydrogen sulfate. The organic solution is then washed with brine, dried over magnesium sulfate, and the solvent evaporated under reduced pressure to afford 2-(3-butenyl) cyclohexanone. The product is CCC(=O)C(=NNc1cccc(C(F)(F)F)c1)C(=O)OC. Reaction SMILES: [C:16]([CH2:17][CH3:18])(=[O:19])[CH2:20][C:21](=[O:22])[O:23][CH3:24].[CH3:26][C:27](=[O:28])[O-:29].[CH3:32][CH2:33][OH:34].[ClH:30].[F:1][C:2]([c:3]1[cH:4][c:5]([NH2:6])[cH:7][cH:8][cH:9]1)([F:10])[F:11].[N:12]([O-:13])=[O:14].[Na+:15].[Na+:25].[OH2:31]>>[F:1][C:2]([c:3]1[cH:4][c:5]([NH:6][N:12]=[C:20]([C:16]([CH2:17][CH3:18])=[O:19])[C:21](=[O:22])[O:23][CH3:24])[cH:7][cH:8][cH:9]1)([F:10])[F:11]. Reactants: CCC(=O)CC(=O)OC, CC(=O)[O-], CCO, Cl, Nc1cccc(C(F)(F)F)c1, O=N[O-], [Na+], [Na+], O.